Dataset: the Open Reaction Database (ORD), a public repository of structured organic reaction records. Task: describe an organic reaction: reactants, conditions, products, and yield Reactants: CCCCCCCCCCCCCCCCOC(CBr)C(O)CCCCCCCCCCCCCCCC, C[S-], ClC(Cl)Cl, [Na+], C1CCOC1. The product is CCCCCCCCCCCCCCCCOC(CSC)C(O)CCCCCCCCCCCCCCCC. As a reaction SMILES: [CH2:1]([CH2:2][CH2:3][CH2:4][CH2:5][CH2:6][CH2:7][CH2:8][CH2:9][CH2:10][CH2:11][CH2:12][CH2:13][CH2:14][CH2:15][CH3:16])[CH:17]([CH:18]([CH2:19][Br:20])[O:21][CH2:22][CH2:23][CH2:24][CH2:25][CH2:26][CH2:27][CH2:28][CH2:29][CH2:30][CH2:31][CH2:32][CH2:33][CH2:34][CH2:35][CH2:36][CH3:37])[OH:38].[CH3:44][S-:45].[CH:47]([Cl:48])([Cl:49])[Cl:50].[Na+:46].[O:39]1[CH2:40][CH2:41][CH2:42][CH2:43]1>>[CH2:1]([CH2:2][CH2:3][CH2:4][CH2:5][CH2:6][CH2:7][CH2:8][CH2:9][CH2:10][CH2:11][CH2:12][CH2:13][CH2:14][CH2:15][CH3:16])[CH:17]([CH:18]([CH2:19][S:45][CH3:44])[O:21][CH2:22][CH2:23][CH2:24][CH2:25][CH2:26][CH2:27][CH2:28][CH2:29][CH2:30][CH2:31][CH2:32][CH2:33][CH2:34][CH2:35][CH2:36][CH3:37])[OH:38]. The reactants are BrC=1N(C2=NC(=NC(=C2N1)N)NCCCCC)C1OCCCC1 (8-bromo-N2-pentyl-9-(tetrahydro-2H-pyran-2-yl)-9H-purine-2,6-diamine), C[O-].[Na+] (sodium methoxide). Solvent: CO (MeOH). Run at temperature 60 celsius, time 48 hour. Yields the product COC=1N(C2=NC(=NC(=C2N1)N)NCCCCC)C1OCCCC1 (8-Methoxy-N2-Pentyl-9-(tetrahydro-2H-pyran-2-yl)-9H-purine-2,6-diamine). As a reaction SMILES: Br[C:2]1[N:3]([CH:18]2[CH2:23][CH2:22][CH2:21][CH2:20][O:19]2)[C:4]2[C:9]([N:10]=1)=[C:8]([NH2:11])[N:7]=[C:6]([NH:12][CH2:13][CH2:14][CH2:15][CH2:16][CH3:17])[N:5]=2.[CH3:24][O-:25].[Na+]>CO>[CH3:24][O:25][C:2]1[N:3]([CH:18]2[CH2:23][CH2:22][CH2:21][CH2:20][O:19]2)[C:4]2[C:9]([N:10]=1)=[C:8]([NH2:11])[N:7]=[C:6]([NH:12][CH2:13][CH2:14][CH2:15][CH2:16][CH3:17])[N:5]=2 |f:1.2|. Reported procedure: To a solution of 8-bromo-N2-pentyl-9-(tetrahydro-2H-pyran-2-yl)-9H-purine-2,6-diamine (607 mg) in dry MeOH (4.75 mL) was added sodium methoxide solution (0.906 mL, 30% wt. MeOH) and the mixture was stirred at 60° C. for 48 h. The reaction was concentrated in vacuo. The residue was taken up in EtOAc (25 mL) and washed with saturated ammonium chloride (25 mL). The organics were separated, dried over MgSO4, filtered and concentrated in vacuo to give the title compound as a red/brown viscous oil (52...